This data is from the Open Reaction Database (ORD), a public repository of structured organic reaction records. The task is: describe an organic reaction: reactants, conditions, products, and yield Starting materials: C(C)OC(C(C(C(=CN(C)C)C1=CC=CC=C1)=O)C1=CC=CC=C1)=O (ethyl-5-dimethylamino-3-oxo-2,4-diphenyl-pent-4-enoate), [N+](=O)(O)[O-].[N+](=O)(O)[O-].COC=1C=C(C=CC1N1C=NC(=C1)C)NC(=N)N (N-[3-methoxy-4-(4-methyl-imidazol-1-yl)-phenyl]-guanidine dinitrate). Yields the product COC=1C=C(C=CC1N1C=NC(=C1)C)NC1=NC=C(C(=N1)C(C(=O)OCC)C1=CC=CC=C1)C1=CC=CC=C1 (Ethyl {2-[3-methoxy-4-(4-methyl-imidazol-1-yl)-phenylamino]-5-phenyl-pyrimidin-4-yl}-phenyl-acetate), solid. Isolated yield 3.0%. RXN SMILES: [CH2:1]([O:3][C:4](=[O:25])[CH:5]([C:19]1[CH:24]=[CH:23][CH:22]=[CH:21][CH:20]=1)[C:6](=O)[C:7]([C:12]1[CH:17]=[CH:16][CH:15]=[CH:14][CH:13]=1)=[CH:8]N(C)C)[CH3:2].[N+]([O-])(O)=O.[N+]([O-])(O)=O.[CH3:34][O:35][C:36]1[CH:37]=[C:38]([NH:48][C:49]([NH2:51])=[NH:50])[CH:39]=[CH:40][C:41]=1[N:42]1[CH:46]=[C:45]([CH3:47])[N:44]=[CH:43]1>>[CH3:34][O:35][C:36]1[CH:37]=[C:38]([NH:48][C:49]2[N:51]=[C:6]([CH:5]([C:19]3[CH:24]=[CH:23][CH:22]=[CH:21][CH:20]=3)[C:4]([O:3][CH2:1][CH3:2])=[O:25])[C:7]([C:12]3[CH:17]=[CH:16][CH:15]=[CH:14][CH:13]=3)=[CH:8][N:50]=2)[CH:39]=[CH:40][C:41]=1[N:42]1[CH:46]=[C:45]([CH3:47])[N:44]=[CH:43]1 |f:1.2.3|. Reported procedure: The title compound was prepared from ethyl-5-dimethylamino-3-oxo-2,4-diphenyl-pent-4-enoate (102 mg, 0.3 mmol) and N-[3-methoxy-4-(4-methyl-imidazol-1-yl)-phenyl]-guanidine dinitrate (83 mg, 0.22 mmol) using in analogous manner the procedure described in example 28b). Obtained as a light-brown solid (5 mg, 3%). Mp 84-86° C.